Task: describe an organic reaction: reactants, conditions, products, and yield. Dataset: the Open Reaction Database (ORD), a public repository of structured organic reaction records The reactants are FC=1C(=NOC1C)O (4-fluoro-5-methylisoxazol-3-ol), OC[C@H](C)N1C(C2=CC=CC=C2C1=O)=O (2-[(1S)-2-hydroxy-1-methylethyl]-1H-isoindole-1,3(2H)-dione). The product is FC=1C(=NOC1C)OC[C@H](C)N1C(C2=CC=CC=C2C1=O)=O (2-{(1S)-2-[(4-fluoro-5-methylisoxazol-3-yl)oxy]-1-methylethyl}-1H-isoindole-1,3(2H)-dione). RXN SMILES: [F:1][C:2]1[C:3]([OH:8])=[N:4][O:5][C:6]=1[CH3:7].O[CH2:10][C@@H:11]([N:13]1[C:21](=[O:22])[C:20]2[C:15](=[CH:16][CH:17]=[CH:18][CH:19]=2)[C:14]1=[O:23])[CH3:12]>>[F:1][C:2]1[C:3]([O:8][CH2:12][C@@H:11]([N:13]2[C:21](=[O:22])[C:20]3[C:15](=[CH:16][CH:17]=[CH:18][CH:19]=3)[C:14]2=[O:23])[CH3:10])=[N:4][O:5][C:6]=1[CH3:7]. Procedure details: Using 4-fluoro-5-methylisoxazol-3-ol and 2-[(1S)-2-hydroxy-1-methylethyl]-1H-isoindole-1,3(2H)-dione, and in the same manner as in Example 1, step B, the title compound was obtained. The reactants are CC(C)(C)S(=O)NC1(CCO)c2cc(Br)ccc2Oc2c1cc(Cl)nc2F, CO. The product is NC1(CCO)c2cc(Br)ccc2Oc2c1cc(Cl)nc2F. RXN SMILES: [Br:1][c:2]1[cH:3][c:4]2[c:15]([cH:16][cH:17]1)[O:14][c:7]1[c:6]([cH:11][c:10]([Cl:12])[n:9][c:8]1[F:13])[C:5]2([CH2:18][CH2:19][OH:20])[NH:21][S:22]([C:23]([CH3:24])([CH3:25])[CH3:26])=[O:27].[CH3:28][OH:29]>>[Br:1][c:2]1[cH:3][c:4]2[c:15]([cH:16][cH:17]1)[O:14][c:7]1[c:6]([cH:11][c:10]([Cl:12])[n:9][c:8]1[F:13])[C:5]2([CH2:18][CH2:19][OH:20])[NH2:21]. The reactants are CC(=O)c1c(C)nn2c(CCCc3ccc([N+](=O)[O-])cc3)nn(C(C)=O)c12, CO, Cl. The product is CC(=O)c1c(C)nn2c(CCCc3ccc([N+](=O)[O-])cc3)n[nH]c12. RXN SMILES: [C:1](=[O:2])([CH3:3])[n:4]1[n:5][c:6]([CH2:16][CH2:17][CH2:18][c:19]2[cH:20][cH:21][c:22]([N+:25](=[O:26])[O-:27])[cH:23][cH:24]2)[n:7]2[c:8]1[c:9]([C:13]([CH3:14])=[O:15])[c:10]([CH3:12])[n:11]2.[CH3:29][OH:30].[ClH:28]>>[nH:4]1[n:5][c:6]([CH2:16][CH2:17][CH2:18][c:19]2[cH:20][cH:21][c:22]([N+:25](=[O:26])[O-:27])[cH:23][cH:24]2)[n:7]2[c:8]1[c:9]([C:13]([CH3:14])=[O:15])[c:10]([CH3:12])[n:11]2. The reactants are CNC1=C2N=CN(C2=NC=N1)C1=CC=C(C=C1)[N+](=O)[O-] (methyl-[9-(4-nitrophenyl)-9H-purin-6-yl]amine), [H][H] (hydrogen). The reagents and catalysts are [C].[Pd] (palladium carbon). The solvent is CO (methanol). Product: NC1=CC=C(C=C1)N1C2=NC=NC(=C2N=C1)NC ([9-(4-aminophenyl)-9H-purin-6-yl]-methylamine). The yield is 71.1%. Reaction SMILES: [CH3:1][NH:2][C:3]1[N:11]=[CH:10][N:9]=[C:8]2[C:4]=1[N:5]=[CH:6][N:7]2[C:12]1[CH:17]=[CH:16][C:15]([N+:18]([O-])=O)=[CH:14][CH:13]=1.[H][H]>CO.[C].[Pd]>[NH2:18][C:15]1[CH:16]=[CH:17][C:12]([N:7]2[CH:6]=[N:5][C:4]3[C:8]2=[N:9][CH:10]=[N:11][C:3]=3[NH:2][CH3:1])=[CH:13][CH:14]=1 |f:3.4|. Procedure: In 1,000 mL of methanol, 13.0 g (48 mmol) of methyl-[9-(4-nitrophenyl)-9H-purin-6-yl]amine was suspended, and 1.8 g of 10% palladium carbon was added thereto, and the suspension was stirred in a hydrogen atmosphere at 60° C. for six hours. The palladium carbon was removed by Celite filtration, and the product was concentrated under reduced pressure, and the obtained crude product was purified by a silica gel column (ethyl acetate:methanol=9.1) to obtain 8.2 g (70%) of a target product as a pale ... The reactants are C1CNCCN1, CC#N, Clc1ccc(-c2ccccc2)nn1. Product: c1ccc(-c2ccc(N3CCNCC3)nn2)cc1. As a reaction SMILES: [CH2:14]1[CH2:15][NH:16][CH2:17][CH2:18][NH:19]1.[CH3:20][C:21]#[N:22].[Cl:1][c:2]1[n:3][n:4][c:5](-[c:8]2[cH:9][cH:10][cH:11][cH:12][cH:13]2)[cH:6][cH:7]1>>[c:2]1([N:16]2[CH2:15][CH2:14][NH:19][CH2:18][CH2:17]2)[n:3][n:4][c:5](-[c:8]2[cH:9][cH:10][cH:11][cH:12][cH:13]2)[cH:6][cH:7]1. Yields the product CCOC(COc1ccc(Sc2ccccc2)cc1)OCC. Reactants: CCOC(CBr)OCC, [K+], [K+], O=C([O-])[O-], CN(C)C=O, O, Oc1ccc(Sc2ccccc2)cc1. Reaction SMILES: [CH2:15]([CH3:16])[O:17][CH:18]([CH2:19][Br:20])[O:21][CH2:22][CH3:23].[K+:24].[K+:25].[O-:26][C:27]([O-:28])=[O:29].[O:30]=[CH:31][N:32]([CH3:33])[CH3:34].[OH2:35].[c:1]1([S:7][c:8]2[cH:9][cH:10][c:11]([OH:14])[cH:12][cH:13]2)[cH:2][cH:3][cH:4][cH:5][cH:6]1>>[c:1]1([S:7][c:8]2[cH:9][cH:10][c:11]([O:14][CH2:19][CH:18]([O:17][CH2:15][CH3:16])[O:21][CH2:22][CH3:23])[cH:12][cH:13]2)[cH:2][cH:3][cH:4][cH:5][cH:6]1. Starting materials: CC(C)(C)OC(=O)N1CCN(c2cnc(C(N)=O)cn2)CC1, Cl, C1COCCO1. Yields the product Cl, NC(=O)c1cnc(N2CCNCC2)cn1. RXN SMILES: [C:1]([O:2][C:3](=[O:4])[N:8]1[CH2:9][CH2:10][N:11]([c:14]2[n:15][cH:16][c:17]([C:20]([NH2:21])=[O:22])[n:18][cH:19]2)[CH2:12][CH2:13]1)([CH3:5])([CH3:6])[CH3:7].[ClH:23].[O:24]1[CH2:25][CH2:26][O:27][CH2:28][CH2:29]1>>[ClH:23].[NH:8]1[CH2:9][CH2:10][N:11]([c:14]2[n:15][cH:16][c:17]([C:20]([NH2:21])=[O:22])[n:18][cH:19]2)[CH2:12][CH2:13]1. Reactants: Nc1ncnc2c1nc(Br)n2C1CC(O)C(CO)O1, [N-]=[N+]=[N-], [Na+], CN(C)C=O. Product: [N-]=[N+]=Nc1nc2c(N)ncnc2n1C1CC(O)C(CO)O1. RXN SMILES: [Br:1][c:2]1[n:3]([CH:4]2[CH2:5][CH:6]([OH:7])[CH:8]([CH2:9][OH:10])[O:11]2)[c:12]2[n:13][cH:14][n:15][c:16]([NH2:19])[c:17]2[n:18]1.[N-:21]=[N+:22]=[N-:23].[Na+:20].[O:24]=[CH:25][N:26]([CH3:27])[CH3:28]>>[c:2]1([N:21]=[N+:22]=[N-:23])[n:3]([CH:4]2[CH2:5][CH:6]([OH:7])[CH:8]([CH2:9][OH:10])[O:11]2)[c:12]2[n:13][cH:14][n:15][c:16]([NH2:19])[c:17]2[n:18]1. Starting materials: O1CCCC1.B (tetrahydrofuran borane), [N+](=O)([O-])C=1C=C(C=CC1)CCC(=O)O (3-(3-Nitrophenyl)propionic acid), O (Water), Cl (hydrochloric acid). Run in O1CCCC1 (tetrahydrofuran), O1CCCC1 (tetrahydrofuran). Conditions: time 2.5 hour. The product is [N+](=O)([O-])C=1C=C(C=CC1)CCCO (3-(3-nitrophenyl)-1-propanol). The yield is 23.7%. As a reaction SMILES: [N+:1]([C:4]1[CH:5]=[C:6]([CH2:10][CH2:11][C:12](O)=[O:13])[CH:7]=[CH:8][CH:9]=1)([O-:3])=[O:2].O1CCCC1.B.O.Cl>O1CCCC1>[N+:1]([C:4]1[CH:5]=[C:6]([CH2:10][CH2:11][CH2:12][OH:13])[CH:7]=[CH:8][CH:9]=1)([O-:3])=[O:2] |f:1.2|. Procedure details: 3-(3-Nitrophenyl)propionic acid (1.00 g) was dissolved in tetrahydrofuran (20 ml), and a tetrahydrofuran-borane.tetrahydrofuran solution (1 mol/l, 7.25 ml) was added dropwise to the mixture under ice-cooling. The mixture was stirred under ice-cooling for 30 min, and further at room temperature for 2.5 hr. Water was added to the reaction mixture, and 1 mol/1 aqueous hydrochloric acid solution was added. The mixture was extracted with ethyl acetate, washed with water, saturated aqueous sodium hydr... The reactants are C(=O)(C(F)(F)F)O (TFA), C(C)(C)N1CCC(CC1)COC=1C=CC2=C(CN3C(=C2C1)[CH+]CC3)C3=CC=C(C=C3)OC (9-(1-Isopropyl-piperidin-4-ylmethoxy)-6-(4-methoxy-phenyl)-2,3-dihydro-1H-pyrrolo[2,1-a]isoquinolinylium). Yields the product C(C)(C)N1CCC(CC1)COC1=CC=C2[C@@H](CN3[C@H](C2=C1)CCC3)C3=CC=C(C=C3)OC (Cis-9-(1-Isopropyl-piperidin-4-ylmethoxy)-6-(4-methoxy-phenyl)-1,2,3,5,6,10b-hexahydro-pyrrolo[2,1-a]isoquinoline). Yield: 12.0%. As a reaction SMILES: [CH:1]([N:4]1[CH2:9][CH2:8][CH:7]([CH2:10][O:11][C:12]2[CH:13]=[CH:14][C:15]3[C:20]([CH:21]=2)=[C:19]2[CH+:22][CH2:23][CH2:24][N:18]2[CH2:17][C:16]=3[C:25]2[CH:30]=[CH:29][C:28]([O:31][CH3:32])=[CH:27][CH:26]=2)[CH2:6][CH2:5]1)([CH3:3])[CH3:2].C(O)(C(F)(F)F)=O>>[CH:1]([N:4]1[CH2:9][CH2:8][CH:7]([CH2:10][O:11][C:12]2[CH:21]=[C:20]3[C:15]([C@H:16]([C:25]4[CH:26]=[CH:27][C:28]([O:31][CH3:32])=[CH:29][CH:30]=4)[CH2:17][N:18]4[CH2:24][CH2:23][CH2:22][C@H:19]43)=[CH:14][CH:13]=2)[CH2:6][CH2:5]1)([CH3:3])[CH3:2]. Procedure: 3-(Piperidin-4-ylmethoxy)-benzoic acid methyl ester. Prepared as described in Example 28, Step 2, on a 39.0 mmol scale. The crude product was diluted with in 1 N NaOH and extracted with diethyl ether. The organic layer was washed with brine, dried over Na2CO3, and concentrated to give the desired product as an oil that crystallized on standing (7.14 g, 73%). MS: exact mass calcd for C14H19NO3, 249.1; m/z found, 250.4 [M+H]+. 1H NMR (MeOH-d4): 7.66 (d, J=6.8, 1H), 7.60 (s, 1H), 7.45 (m, 1H), 7.22...